Dataset: the Open Reaction Database (ORD), a public repository of structured organic reaction records. Task: describe an organic reaction: reactants, conditions, products, and yield Reactants: ClC=1C=C2C=3C=CN=CC3NC2=C(C1F)[N+](=O)[O-] (6-chloro-7-fluoro-8-nitro-β-carboline), ClC=1C=C2C=3C=CN=CC3NC2=C(C1F)[N+](=O)[O-] (6-chloro-7-fluoro-8-nitro-β-carboline), CN(C)C=O (DMF), C([O-])(O)=O.[Na+] (sodium bicarbonate), C[S-].[Na+] (sodium thiomethoxide). Solvent: O (water). Run at temperature 0 celsius, time 1 hour. Yields the product ClC=1C=C2C=3C=CN=CC3NC2=C(C1SC)[N+](=O)[O-] (6-chloro-7-methylsulfanyl-8-nitro-9H-β-carboline). Isolated yield 91.8%. As a reaction SMILES: [Cl:1][C:2]1[CH:3]=[C:4]2[C:12](=[C:13]([N+:16]([O-:18])=[O:17])[C:14]=1F)[NH:11][C:10]1[CH:9]=[N:8][CH:7]=[CH:6][C:5]2=1.CN(C=O)C.[CH3:24][S-:25].[Na+].C(=O)(O)[O-].[Na+]>O>[Cl:1][C:2]1[CH:3]=[C:4]2[C:12](=[C:13]([N+:16]([O-:18])=[O:17])[C:14]=1[S:25][CH3:24])[NH:11][C:10]1[CH:9]=[N:8][CH:7]=[CH:6][C:5]2=1 |f:2.3,4.5|. Procedure: A 250 ml round-bottom flask with magnetic stirrer was charged with 6-chloro-7-fluoro-8-nitro-β-carboline (Intermediate 5, 3.959 g, 14.9 mmol) and 100 ml anhydrous DMF. The resulting orange mixture was cooled to 0° C. (ice and water bath) and sodium thiomethoxide (1.809 g, 25.8 mmol) in powder form was added slowly thereto. The reaction mixture was stirred for 1 hr at 0° C., warmed to RT, and added slowly to a stirring mixture of 4:1H2O/saturated aqueous sodium bicarbonate (500 ml). The precipita... Starting materials: N1=CC=CC=C1 (pyridine), FC(S(=O)(=O)OS(=O)(=O)C(F)(F)F)(F)F (trifluoromethane sulfonic acid anhydride), N1=CC=CC=C1 (pyridine), FC(S(=O)(=O)OS(=O)(=O)C(F)(F)F)(F)F (trifluoromethane sulfonic acid anhydride), C(C)OC(=O)[C@]1([C@@H]2[C@]([C@@H]2C[C@H]1O)(C(=O)OCC)F)N=[N+]=[N-] ((1R,2R,3R,5R,6R)-2-azido-6-fluoro-3-hydroxy-bicyclo[3.1.0]hexane-2,6-dicarboxylic acid diethyl ester), CCOCC (ether). Solvent: ClCCl (dichloromethane), ClCCl (dichloromethane), ClCCl (dichloromethane). Reaction conditions: time 1.5 hour. Product: C(C)OC(=O)[C@]1([C@@H]2[C@]([C@@H]2C[C@H]1OS(=O)(=O)C(F)(F)F)(C(=O)OCC)F)N=[N+]=[N-] ((1R,2R,3R,5R,6R)-2-azido-6-fluoro-3-trifluoromethanesulfonyloxy-bicyclo[3.1.0]hexane-2,6-dicarboxylic acid diethyl ester). RXN SMILES: N1C=CC=CC=1.FC(F)(F)S([O:12][S:13]([C:16]([F:19])([F:18])[F:17])(=[O:15])=[O:14])(=O)=O.[CH2:22]([O:24][C:25]([C@:27]1([N:40]=[N+:41]=[N-:42])[C@H:32](O)[CH2:31][C@@H:30]2[C@H:28]1[C@@:29]2([F:39])[C:34]([O:36][CH2:37][CH3:38])=[O:35])=[O:26])[CH3:23].CCOCC>ClCCl>[CH2:22]([O:24][C:25]([C@:27]1([N:40]=[N+:41]=[N-:42])[C@H:32]([O:12][S:13]([C:16]([F:17])([F:18])[F:19])(=[O:14])=[O:15])[CH2:31][C@@H:30]2[C@H:28]1[C@@:29]2([F:39])[C:34]([O:36][CH2:37][CH3:38])=[O:35])=[O:26])[CH3:23]. Reported procedure: 48 μL of pyridine and 78 μL of trifluoromethane sulfonic acid anhydride dissolved in 0.4 mL of dichloromethane were added dropwise to 120 mg of (1R,2R,3R,5R,6R)-2-azido-6-fluoro-3-hydroxy-bicyclo[3.1.0]hexane-2,6-dicarboxylic acid diethyl ester dissolved in 20 mL of dichloromethane at −75° C., and the mixture was stirred for 1.5 hours at ice-cooling under a nitrogen atmosphere. 24 μL of pyridine and 39 μL of trifluoromethane sulfonic acid anhydride dissolved in 0.2 mL of dichloromethane were add...